Dataset: the Open Reaction Database (ORD), a public repository of structured organic reaction records. Task: describe an organic reaction: reactants, conditions, products, and yield The reactants are CC#N, CS(=O)(=O)OC1CCCN(c2ccc3c(NC(=O)CC4CCCCC4)c(Cl)ccc3n2)C1, NCCO. Yields the product O=C(CC1CCCCC1)Nc1c(Cl)ccc2nc(N3CCCC(NCCO)C3)ccc12. RXN SMILES: [CH3:37][C:38]#[N:39].[Cl:1][c:2]1[c:3]([NH:23][C:24]([CH2:25][CH:26]2[CH2:27][CH2:28][CH2:29][CH2:30][CH2:31]2)=[O:32])[c:4]2[cH:5][cH:6][c:7]([N:12]3[CH2:13][CH:14]([O:18][S:19]([CH3:20])(=[O:21])=[O:22])[CH2:15][CH2:16][CH2:17]3)[n:8][c:9]2[cH:10][cH:11]1.[NH2:33][CH2:34][CH2:35][OH:36]>>[Cl:1][c:2]1[c:3]([NH:23][C:24]([CH2:25][CH:26]2[CH2:27][CH2:28][CH2:29][CH2:30][CH2:31]2)=[O:32])[c:4]2[cH:5][cH:6][c:7]([N:12]3[CH2:13][CH:14]([NH:33][CH2:34][CH2:35][OH:36])[CH2:15][CH2:16][CH2:17]3)[n:8][c:9]2[cH:10][cH:11]1. Procedure details: A solution of 4-(4'-methylphenoxy)benzaldehyde (9.00 g, 41.63 mmol) in CHCl3 (75 mL) was treated with m-chloroperbenzoic acid (46-85%, 15.80 g, 52.00 mmol) and stirred for 3 h at room temperature. The reaction was washed with sat. aq. NaHSO3, sat. aq. NaHCO3, and water. The organic layer is concentrated and the residual oil taken up in MeOH (10 mL) containing a few drops of conc. HCL and stirred for 1 h at room temperature. The solvent is removed in vacuo and the resulting oil was chromatographe... Starting materials: CC1=CC=C(OC2=CC=C(C=O)C=C2)C=C1 (4-(4'-methylphenoxy)benzaldehyde), ClC1=CC(=CC=C1)C(=O)OO (m-chloroperbenzoic acid). Conditions: time 3 hour. Reaction SMILES: [CH3:1][C:2]1[CH:16]=[CH:15][C:5]([O:6][C:7]2[CH:14]=[CH:13][C:10](C=O)=[CH:9][CH:8]=2)=[CH:4][CH:3]=1.ClC1C=CC=C(C(OO)=[O:25])C=1>C(Cl)(Cl)Cl>[CH3:1][C:2]1[CH:16]=[CH:15][C:5]([O:6][C:7]2[CH:14]=[CH:13][C:10]([OH:25])=[CH:9][CH:8]=2)=[CH:4][CH:3]=1. Run in C(Cl)(Cl)Cl (CHCl3). Product: CC1=CC=C(OC2=CC=C(C=C2)O)C=C1 (4-(4'-methylphenoxy)phenol).